Dataset: the Open Reaction Database (ORD), a public repository of structured organic reaction records. Task: describe an organic reaction: reactants, conditions, products, and yield Starting materials: C(C)(C)N1CCN(CC1)C(=O)C=1C=C2C=C(NC2=CC1)C(=O)O (5-(4-isopropyl-piperazine-1-carbonyl)-1H-indole-2-carboxylic acid), Cl (hydrochloride), F[B-](F)(F)F.N1(N=NC2=C1C=CC=C2)OC(=[N+](C)C)N(C)C (O-(benzotriazol-1-yl)-N,N,N′,N′-tetramethyluronium tetrafluoroborate), FC1(CCNCC1)F (4,4-difluoropiperidine), C(C)(C)N(C(C)C)CC (N,N-diisopropylethylamine). The solvent is CN(C=O)C (N,N-dimethylformamide). Product: FC1(CCN(CC1)C(=O)C=1NC2=CC=C(C=C2C1)C(=O)N1CCN(CC1)C(C)C)F ((4,4-Difluoro-piperidin-1-yl)-[5-(4-isopropyl-piperazine-1-carbonyl)-1H-indol-2-yl]-methanone). Reaction SMILES: [CH:1]([N:4]1[CH2:9][CH2:8][N:7]([C:10]([C:12]2[CH:13]=[C:14]3[C:18](=[CH:19][CH:20]=2)[NH:17][C:16]([C:21](O)=[O:22])=[CH:15]3)=[O:11])[CH2:6][CH2:5]1)([CH3:3])[CH3:2].Cl.F[B-](F)(F)F.N1(OC(N(C)C)=[N+](C)C)C2C=CC=CC=2N=N1.[F:47][C:48]1([F:54])[CH2:53][CH2:52][NH:51][CH2:50][CH2:49]1.C(N(CC)C(C)C)(C)C>CN(C)C=O>[F:47][C:48]1([F:54])[CH2:53][CH2:52][N:51]([C:21]([C:16]2[NH:17][C:18]3[C:14]([CH:15]=2)=[CH:13][C:12]([C:10]([N:7]2[CH2:8][CH2:9][N:4]([CH:1]([CH3:3])[CH3:2])[CH2:5][CH2:6]2)=[O:11])=[CH:20][CH:19]=3)=[O:22])[CH2:50][CH2:49]1 |f:2.3|. Reported procedure: The title compound was synthesized in analogy to example 1, from 5-(4-isopropyl-piperazine-1-carbonyl)-1H-indole-2-carboxylic acid 1:1 hydrochloride, O-(benzotriazol-1-yl)-N,N,N′,N′-tetramethyluronium tetrafluoroborate (commercially available), 4,4-difluoropiperidine (commercially available) and N,N-diisopropylethylamine in N,N-dimethylformamide to give the desired product after purification by preparative HPLC on reversed phase eluting with a gradient formed from acetonitrile/water/formic acid. Reactants: CC1=NOC(=C1C1=C(C=C2C(=C(C=NC2=C1)N)NC(COC)C)OC)C (7-(3,5-dimethylisoxazol-4-yl)-6-methoxy-N4-(1-methoxypropan-2-yl)quinoline-3,4-diamine), Intermediate 19, N(=C=S)CCN1CCOCC1 (4-(2-isothiocyanatoethyl)morpholine). The product is CC1=NOC(=C1C=1C(=CC=2C3=C(C=NC2C1)N=C(N3C(COC)C)NCCN3CCOCC3)OC)C (7-(3,5-dimethyl-4-isoxazolyl)-1-[1-methyl-2-(methyloxy)ethyl]-8-(methyloxy)-N-[2-(4-morpholinyl)ethyl]-1H-imidazo[4,5-c]quinolin-2-amine). The yield is 46.0%. RXN SMILES: [CH3:1][C:2]1[C:6]([C:7]2[CH:16]=[C:15]3[C:10]([C:11]([NH:18][CH:19]([CH3:23])[CH2:20][O:21][CH3:22])=[C:12]([NH2:17])[CH:13]=[N:14]3)=[CH:9][C:8]=2[O:24][CH3:25])=[C:5]([CH3:26])[O:4][N:3]=1.[N:27]([CH2:30][CH2:31][N:32]1[CH2:37][CH2:36][O:35][CH2:34][CH2:33]1)=[C:28]=S>>[CH3:1][C:2]1[C:6]([C:7]2[C:8]([O:24][CH3:25])=[CH:9][C:10]3[C:11]4[N:18]([CH:19]([CH3:23])[CH2:20][O:21][CH3:22])[C:28]([NH:27][CH2:30][CH2:31][N:32]5[CH2:37][CH2:36][O:35][CH2:34][CH2:33]5)=[N:17][C:12]=4[CH:13]=[N:14][C:15]=3[CH:16]=2)=[C:5]([CH3:26])[O:4][N:3]=1. Procedure details: From 7-(3,5-dimethylisoxazol-4-yl)-6-methoxy-N4-(1-methoxypropan-2-yl)quinoline-3,4-diamine (for a preparation see Intermediate 19) (70 mg) and 4-(2-isothiocyanatoethyl)morpholine (50 mg) to give the title compound as beige solid (45 mg, 46%). LCMS (formate) Rt 0.56 min, MH+ 495 Reaction conditions: time 18 hour. Reported procedure: A solution of 1 g. of ethyl 15-methanesulfonyloxy-9-oxo-prostanoate (Example 90) in 50 ml. of acetone containing 735 mg. of purified potassium thiolacetate is kept at the reflux temperature for 2 hours, then at room temperature for 18 hours. The mixture is diluted with water and the resulting solution is washed with saturated sodium chloride solution, dried with magnesium sulfate and taken to dryness. The residue is chromatographed on silica gel to give an oil; λmax. 5.78 (ring carbonyl and este... Reactants: CS(=O)(=O)OC(CC[C@H]1CCC([C@@H]1CCCCCCC(=O)OCC)=O)CCCCC (ethyl 15-methanesulfonyloxy-9-oxo-prostanoate), carbonyl, CC(=O)C (acetone), S1C(=CC=C1)CC(=O)[O-].[K+] (potassium thiolacetate). Solvent: O (water). Reaction SMILES: CS(O[CH:6]([CH2:26][CH2:27][CH2:28][CH2:29][CH3:30])[CH2:7][CH2:8][C@@H:9]1[C@@H:13]([CH2:14][CH2:15][CH2:16][CH2:17][CH2:18][CH2:19][C:20]([O:22][CH2:23][CH3:24])=[O:21])[C:12](=[O:25])[CH2:11][CH2:10]1)(=O)=O.[CH3:31][C:32](C)=[O:33].[S:35]1C=CC=C1CC([O-])=O.[K+]>O>[C:32]([S:35][CH:6]([CH2:26][CH2:27][CH2:28][CH2:29][CH3:30])[CH2:7][CH2:8][C@@H:9]1[C@@H:13]([CH2:14][CH2:15][CH2:16][CH2:17][CH2:18][CH2:19][C:20]([O:22][CH2:23][CH3:24])=[O:21])[C:12](=[O:25])[CH2:11][CH2:10]1)(=[O:33])[CH3:31] |f:2.3|. The product is C(C)(=O)SC(CC[C@H]1CCC([C@@H]1CCCCCCC(=O)OCC)=O)CCCCC (ethyl 15-acetylthio-9-oxo-prostanoate). Reactants: FC1=CC=C(C(=O)Cl)C=C1 (p-fluorobenzoyl chloride), C(C)N1C(CCC1)CN (1-ethyl-2-(aminomethyl)pyrrolidine), 3.85, C([O-])([O-])=O.[Na+].[Na+] (sodium carbonate), resultant solution. The solvent is O (water). Run at time 20 hour. Product: C(C)N1C(CCC1)CNC(C1=CC=C(C=C1)F)=O (N-[(1-Ethylpyrrolidin-2-yl)methyl]-4-fluorobenzamide). As a reaction SMILES: [F:1][C:2]1[CH:10]=[CH:9][C:5]([C:6](Cl)=[O:7])=[CH:4][CH:3]=1.[CH2:11]([N:13]1[CH2:17][CH2:16][CH2:15][CH:14]1[CH2:18][NH2:19])[CH3:12].C(=O)([O-])[O-].[Na+].[Na+]>O>[CH2:11]([N:13]1[CH2:17][CH2:16][CH2:15][CH:14]1[CH2:18][NH:19][C:6](=[O:7])[C:5]1[CH:9]=[CH:10][C:2]([F:1])=[CH:3][CH:4]=1)[CH3:12] |f:2.3.4|. Procedure: Add 5.05 g (31.8 mmol) of p-fluorobenzoyl chloride drop-wise to a 0° C. solution of 4.08 g (31.8 mmol) of 1-ethyl-2-(aminomethyl)pyrrolidine and 3.85 (35.0 mmol) of sodium carbonate in 50 mL of water. Stir the resultant solution at 0° C. for about 30 minutes, then at room temperature for about 20 hr. Extract the resultant solution with methylene chloride (2×100 mL). Dry the combined extracts with Na2SO4 and evaporate the solvent to give the title compound.